From a dataset of the Open Reaction Database (ORD), a public repository of structured organic reaction records. describe an organic reaction: reactants, conditions, products, and yield Starting materials: O=C([O-])O, CC(C)=O, CO, CC(=O)O, [Na+], O, CCCCCC(O)C=CC1CCC2(OCCO2)C1C(CCCCC)C(=O)O. The product is CCCCCC(=O)C=CC1CCC2(OCCO2)C1C(CCCCC)C(=O)O. Reaction SMILES: [C:34](=[O:35])([OH:36])[O-:37].[CH3:28][C:29](=[O:30])[CH3:31].[CH3:32][OH:33].[CH3:39][C:40](=[O:41])[OH:42].[Na+:38].[OH2:43].[OH:1][CH:2]([CH:3]=[CH:4][CH:5]1[CH:6]([CH:14]([C:15](=[O:16])[OH:17])[CH2:18][CH2:19][CH2:20][CH2:21][CH3:22])[C:7]2([O:8][CH2:9][CH2:10][O:11]2)[CH2:12][CH2:13]1)[CH2:23][CH2:24][CH2:25][CH2:26][CH3:27]>>[O:1]=[C:2]([CH:3]=[CH:4][CH:5]1[CH:6]([CH:14]([C:15](=[O:16])[OH:17])[CH2:18][CH2:19][CH2:20][CH2:21][CH3:22])[C:7]2([O:8][CH2:9][CH2:10][O:11]2)[CH2:12][CH2:13]1)[CH2:23][CH2:24][CH2:25][CH2:26][CH3:27]. The reactants are BrC=1C(=NC(=NC1)NC1=CC=C(C=C1)S(=O)(=N)C)Cl ((RS)-S-{4-[(5-bromo-4-chloropyrimidin-2-yl)amino]phenyl}-S-methyl sulfoximide), BrC=1C(=NC(=NC1)NC1=CC=C(C=C1)S(=O)(=N)C)Cl ((RS)-S-{4-[(5-bromo-4-chloropyrimidin-2-yl)amino]phenyl}-S-methyl sulfoximide), BrC=1C(=NC(=NC1)NC1=CC=C(C=C1)S(=O)(=N)C)Cl ((RS)-S-{4-[(5-bromo-4-chloropyrimidin-2-yl)amino]phenyl}-S-methyl sulfoximide), O (water), [H-].[Na+] (sodium hydride), ice water, C[C@H]([C@@H](C)O)O ((R,R)-(−)-2,3-butanediol). The solvent is CS(=O)C (DMSO), CS(=O)C (DMSO), CS(=O)C (DMSO), CS(=O)C (DMSO). Conditions: time 45 minute. Product: BrC=1C(=NC(=NC1)NC1=CC=C(C=C1)S(=O)(=N)C)O[C@@H]([C@@H](C)O)C ((RS)-S-[4-({5-bromo-4-[(1R,2R)-2-hydroxy-1-methylpropoxy]pyrimidin-2-yl}amino)phenyl]-S-methyl sulfoximide). RXN SMILES: [CH3:1][C@@H:2]([OH:6])[C@H:3]([OH:5])[CH3:4].O.[H-].[Na+].[Br:10][C:11]1[C:12](Cl)=[N:13][C:14]([NH:17][C:18]2[CH:23]=[CH:22][C:21]([S:24]([CH3:27])(=[NH:26])=[O:25])=[CH:20][CH:19]=2)=[N:15][CH:16]=1>CS(C)=O>[Br:10][C:11]1[C:12]([O:5][C@H:3]([CH3:4])[C@H:2]([OH:6])[CH3:1])=[N:13][C:14]([NH:17][C:18]2[CH:19]=[CH:20][C:21]([S:24]([CH3:27])(=[NH:26])=[O:25])=[CH:22][CH:23]=2)=[N:15][CH:16]=1 |f:2.3|. Procedure: A solution of 674 mg (7.5 mmol) of (R,R)-(−)-2,3-butanediol in 6 ml of DMSO is mixed while being cooled with water in portions with 330 mg of sodium hydride (55-60%), and then stirred for 45 minutes at room temperature. The batch is mixed with 196 mg (0.54 mmol) of (RS)-S-{4-[(5-bromo-4-chloropyrimidin-2-yl)amino]phenyl}-S-methyl sulfoximide in 0.5 ml of DMSO and stirred overnight. It is mixed again with 191 mg (0.53 mmol) of (RS)-S-{4-[(5-bromo-4-chloropyrimidin-2-yl)amino]phenyl}-S-methyl sulf... Reactants: FC1=CC=C(C=C1)C1=C(C(=NC(=C1)C1=CC=CC=C1)C)C=O (4-(4-fluorophenyl)-2-methyl-6-phenyl-3-pyridinecarboxaldehyde), [Li]CCCC (n-BuLi), C(C)O\C=C/[Sn](CCCC)(CCCC)CCCC (cis-1-ethoxy-2-(tri-n-butylstannyl) ethylene), N#N.CO (N2 methanol). The solvent is C1CCOC1 (THF), C1CCOC1 (THF). Reaction conditions: temperature -78 celsius, time 4 hour. Product: FC1=CC=C(C=C1)C1=C(C(=NC(=C1)C1=CC=CC=C1)C)/C=C/C=O ((E)-3-[4-(4-fluorophenyl)-2-methyl-6-phenyl-3-pyridinyl]-2-propenal). Isolated yield 76.0%. Reaction SMILES: [Li]CCCC.[CH2:6]([O:8]/C=C\[Sn](CCCC)(CCCC)CCCC)[CH3:7].N#N.CO.[F:28][C:29]1[CH:34]=[CH:33][C:32]([C:35]2[CH:40]=[C:39]([C:41]3[CH:46]=[CH:45][CH:44]=[CH:43][CH:42]=3)[N:38]=[C:37]([CH3:47])[C:36]=2[CH:48]=O)=[CH:31][CH:30]=1>C1COCC1>[F:28][C:29]1[CH:34]=[CH:33][C:32]([C:35]2[CH:40]=[C:39]([C:41]3[CH:46]=[CH:45][CH:44]=[CH:43][CH:42]=3)[N:38]=[C:37]([CH3:47])[C:36]=2/[CH:48]=[CH:7]/[CH:6]=[O:8])=[CH:31][CH:30]=1 |f:2.3|. Procedure: n-BuLi (1.6M in hexanes, 1.52 ml, 2.43 mmol) was added to a solution of cis-1-ethoxy-2-(tri-n-butylstannyl) ethylene (1.06 gm, 2.94 mmol) in dry THF (7.5 ml) at -78° C. The mixture was stirred for 11/4 hours, then cooled to -100° C. (liquid N2 /methanol) and treated with a solution of 4-(4-fluorophenyl)-2-methyl-6-phenyl-3-pyridinecarboxaldehyde (707 mg, 2.43 mmol) in THF (3.0 ml). Forty-five minutes after the addition, the temperature was raised to -78° C. and the mixture was stirred for an add... The reactants are C1N[C@@H](CC=2C3=CC=CC=C3NC12)C(=O)O ((3S)-1,2,3,4-tetrahydro-β-carboline-3-carboxylic acid), CI (methyl iodide), [OH-].[K+] (KOH), C(=S)=S (carbon disulfide). Run in C(C)O (ethanol). The product is CSC(=S)N1CC=2NC3=CC=CC=C3C2CC1C(=O)O ((3RS)-2-[(Methylthio)thiocarbonyl]-1,2,3,4-tetrahydro-β-carboline-3-carboxylic acid). Isolated yield 59.0%. As a reaction SMILES: [CH2:1]1[C:13]2[NH:12][C:11]3[C:6](=[CH:7][CH:8]=[CH:9][CH:10]=3)[C:5]=2[CH2:4][C@@H:3]([C:14]([OH:16])=[O:15])[NH:2]1.[OH-].[K+].[C:19](=[S:21])=[S:20].[CH3:22]I>C(O)C>[CH3:22][S:20][C:19]([N:2]1[CH:3]([C:14]([OH:16])=[O:15])[CH2:4][C:5]2[C:6]3[C:11](=[CH:10][CH:9]=[CH:8][CH:7]=3)[NH:12][C:13]=2[CH2:1]1)=[S:21] |f:1.2|. Reported procedure: In the same manner as described in Example 2, (i), (3RS)-1,2,3,4-tetrahydro-β-carboline-3-carboxylic acid (42.25 g), KOH (23.38 g), carbon disulfide (12.1 ml), methyl iodide (16.3 ml) and 50% ethanol (600 ml) are reacted. The product is crystallized from chloroform to give the title compound (50.2 g, 59%), m.p. 111°-113° C., NMR (CDCl3, δ): 2.68 (s, 3H, N--CSSCH3), Mass (m/e): 306 (M+), 258 (M+ --CH3SH). RXN SMILES: [C:1]([CH3:2])([CH3:3])([CH3:4])[O:5][C:6](=[O:7])[N:8]1[CH2:9][CH:10]2[CH:11]([CH2:12]1)[CH2:13][N:14]([c:16]1[cH:17][n:18][cH:19][c:20]([C:21](=[O:22])[OH:23])[cH:24]1)[CH2:15]2.[c:25]1([CH:31]([CH3:32])[NH2:33])[cH:26][cH:27][cH:28][cH:29][cH:30]1>>[C:1]([CH3:2])([CH3:3])([CH3:4])[O:5][C:6](=[O:7])[N:8]1[CH2:9][CH:10]2[CH:11]([CH2:12]1)[CH2:13][N:14]([c:16]1[cH:17][n:18][cH:19][c:20]([C:21](=[O:23])[NH:33][CH:31]([c:25]3[cH:26][cH:27][cH:28][cH:29][cH:30]3)[CH3:32])[cH:24]1)[CH2:15]2. The product is CC(NC(=O)c1cncc(N2CC3CN(C(=O)OC(C)(C)C)CC3C2)c1)c1ccccc1. Reactants: CC(C)(C)OC(=O)N1CC2CN(c3cncc(C(=O)O)c3)CC2C1, CC(N)c1ccccc1. The reactants are CC(C)(C)[O-], CN1CCCC1=O, Clc1ccncc1, ClCCl, Cl, Cl, [K+], Nc1ccc(O)c2ccccc12, O. The product is Nc1ccc(Oc2ccncc2)c2ccccc12. RXN SMILES: [CH3:22][C:23]([CH3:24])([O-:25])[CH3:26].[CH3:28][N:29]1[CH2:30][CH2:31][CH2:32][C:33]1=[O:34].[Cl:15][c:16]1[cH:17][cH:18][n:19][cH:20][cH:21]1.[Cl:36][CH2:37][Cl:38].[ClH:14].[ClH:1].[K+:27].[NH2:2][c:3]1[cH:4][cH:5][c:6]([OH:13])[c:7]2[cH:8][cH:9][cH:10][cH:11][c:12]12.[OH2:35]>>[NH2:2][c:3]1[cH:4][cH:5][c:6]([O:13][c:16]2[cH:17][cH:18][n:19][cH:20][cH:21]2)[c:7]2[cH:8][cH:9][cH:10][cH:11][c:12]12. The yield is 24.1%. Yields the product C1(=CC=CC=C1)[C@H]1[C@@H](CCCC1)O (trans-2-Phenylcyclohexanol). The solvent is C1CCOC1 (THF), C1CCOC1 (THF), C1CCOC1 (THF). Reported procedure: Magnesium turnings (706 mg; 29 mmol; 1.45 equiv.) were combined with THF (3.5 mL). Bromobenzene (3.1 mL; 29.4 mmol; 1.47 equiv.) in 5 mL of THF was added slowly dropwise. After approximately 1 mL of the bromobenzene solution had been added 1 drop of 1,2-dibromoethane was added to initiate the reaction. Once all the bromobenzene was added and the magnesium consumed the reaction mixture was diluted with THF (20 mL) and cooled to -30° Copper(I) chloride (130 mg; 1.32 mmol; 0.066 equiv.) was added a... RXN SMILES: [Mg].Br[C:3]1[CH:8]=[CH:7][CH:6]=[CH:5][CH:4]=1.[CH:9]12[O:15][CH:10]1[CH2:11][CH2:12][CH2:13][CH2:14]2.S([O-])([O-])(=O)=O.[NH4+].[NH4+]>C1COCC1.BrCCBr.[Cu]Cl>[C:3]1([C@@H:9]2[CH2:14][CH2:13][CH2:12][CH2:11][C@H:10]2[OH:15])[CH:8]=[CH:7][CH:6]=[CH:5][CH:4]=1 |f:3.4.5|. Reactants: [Mg] (Magnesium), C12C(CCCC1)O2 (cyclohexene oxide), BrC1=CC=CC=C1 (bromobenzene), BrC1=CC=CC=C1 (Bromobenzene), BrC1=CC=CC=C1 (bromobenzene), S(=O)(=O)([O-])[O-].[NH4+].[NH4+] (ammonium sulfate). Reagents/catalysts: [Cu]Cl (Copper(I) chloride), BrCCBr (1,2-dibromoethane). Reaction conditions: time 10 minute. The reactants are C(C)(=O)O (acetic acid), CC=1C=C(C=CC1C)N1N=C(C(C1=O)=NNC=1C(=C(C=CC1)C1=CC(=CC=C1)C(=O)O)OC)C (3′-{N′-[1-(3,4-dimethylphenyl)-3-methyl-5-oxo-1,5-dihydro-pyrazol-4-ylidene]hydrazino}-2′-methoxybiphenyl-3-carboxylic acid). Solvent: Br (hydrobromic acid). The product is CC=1C=C(C=CC1C)N1N=C(C(C1=O)=NNC=1C(=C(C=CC1)C1=CC(=CC=C1)C(=O)O)O)C (3′-{N′-[1-(3,4-dimethylphenyl)-3-methyl-5-oxo-1,5-dihydro-pyrazol-4-ylidene]hydrazino}-2′-hydroxybiphenyl-3-carboxylic acid). As a reaction SMILES: [CH3:1][C:2]1[CH:3]=[C:4]([N:9]2[C:13](=[O:14])[C:12](=[N:15][NH:16][C:17]3[C:18]([O:32]C)=[C:19]([C:23]4[CH:28]=[CH:27][CH:26]=[C:25]([C:29]([OH:31])=[O:30])[CH:24]=4)[CH:20]=[CH:21][CH:22]=3)[C:11]([CH3:34])=[N:10]2)[CH:5]=[CH:6][C:7]=1[CH3:8].C(O)(=O)C>Br>[CH3:1][C:2]1[CH:3]=[C:4]([N:9]2[C:13](=[O:14])[C:12](=[N:15][NH:16][C:17]3[C:18]([OH:32])=[C:19]([C:23]4[CH:28]=[CH:27][CH:26]=[C:25]([C:29]([OH:31])=[O:30])[CH:24]=4)[CH:20]=[CH:21][CH:22]=3)[C:11]([CH3:34])=[N:10]2)[CH:5]=[CH:6][C:7]=1[CH3:8]. Reported procedure: A solution of 3′-{N′-[1-(3,4-dimethylphenyl)-3-methyl-5-oxo-1,5-dihydro-pyrazol-4-ylidene]hydrazino}-2′-methoxybiphenyl-3-carboxylic acid (4 g), prepared as in Example 3, in 48% aqueous hydrobromic acid (35 mL) and glacial acetic acid (35 mL) was stirred and heated under reflux for about 60 hours. The reaction mixture was concentrated under vacuum to a thick residue. Water (40 mL) was added and basified to pH 7-8 using saturated solution of sodium bicarbonate (20 mL). The mixture was filtered to... Solvent: O (water). Product: OCC1=C2C(C=C(C(C2=CC=C1)=O)SC(C(=O)O)C)=O ((5-hydroxymethyl-1,4-naphthoquinonyl thio)-propionic acid). As a reaction SMILES: Br[CH2:2][C:3]1[CH:12]=[CH:11][CH:10]=[C:9]2[C:4]=1[C:5](=[O:20])[CH:6]=[C:7]([S:14][CH:15]([CH3:19])[C:16]([OH:18])=[O:17])[C:8]2=[O:13].O.[O:22]1CCOCC1>O>[OH:22][CH2:2][C:3]1[CH:12]=[CH:11][CH:10]=[C:9]2[C:4]=1[C:5](=[O:20])[CH:6]=[C:7]([S:14][CH:15]([CH3:19])[C:16]([OH:18])=[O:17])[C:8]2=[O:13] |f:1.2|. Procedure details: The bromomethyl acid 1b (6 mmol) is mixed in 50 mL of water-dioxane (3:2, v/v) and refluxed with stirring for 1 hour. The solution is then diluted with water (300 mL) and extracted with CHCl3 (3×300 mL). The CHCl3 solution is dried (Na2SO4), concentrated, and chromatographed on a silica gel column (CHCl3 -EtOAc, 7:3 v/v) to yield (5-hydroxymethyl-1,4-naphthoquinonyl thio)-propionic acid, designated 1d. Reaction conditions: time 1 hour. The reactants are bromomethyl, BrCC1=C2C(C=C(C(C2=CC=C1)=O)SC(C(=O)O)C)=O ((5-Bromomethyl-1,4-naphthoquinonyl thio)-proprionic acid), O.O1CCOCC1 (water dioxane). Starting materials: solid, Cl.Cl.O1CCC2=C1C=CC=C2C2CCN(CC2)CC[C@@H]2CC[C@H](CC2)N (trans-4-{2-[4-(2,3-dihydro-benzofuran-4-yl)-piperidin-1-yl]-ethyl}-cyclohexylamine dihydrochloride), Cl.Cl.O1CCC2=C1C=CC=C2C2CCN(CC2)CC[C@@H]2CC[C@H](CC2)N (trans-4-{2-[4-(2,3-dihydro-benzofuran-4-yl)-piperidin-1-yl]-ethyl}-cyclohexylamine dihydrochloride), O=S1(CCN(CC1)C1=CC=C(C(=O)O)C=C1)=O (4-(1,1-dioxo-1λ6-thiomorpholin-4-yl)-benzoic acid). Product: O1CCC2=C1C=CC=C2C2CCN(CC2)CC[C@@H]2CC[C@H](CC2)NC(C2=CC=C(C=C2)N2CCS(CC2)(=O)=O)=O (trans-N-(4-{2-[4-(2,3-Dihydro-benzofuran-4-yl)-piperidin-1-yl]-ethyl}-cyclohexyl)-4-(1,1-dioxo-1λ6-thiomorpholin-4-yl)-benzamide). RXN SMILES: Cl.Cl.[O:3]1[C:7]2[CH:8]=[CH:9][CH:10]=[C:11]([CH:12]3[CH2:17][CH2:16][N:15]([CH2:18][CH2:19][C@H:20]4[CH2:25][CH2:24][C@H:23]([NH2:26])[CH2:22][CH2:21]4)[CH2:14][CH2:13]3)[C:6]=2[CH2:5][CH2:4]1.[O:27]=[S:28]1(=[O:43])[CH2:33][CH2:32][N:31]([C:34]2[CH:42]=[CH:41][C:37]([C:38](O)=[O:39])=[CH:36][CH:35]=2)[CH2:30][CH2:29]1>>[O:3]1[C:7]2[CH:8]=[CH:9][CH:10]=[C:11]([CH:12]3[CH2:17][CH2:16][N:15]([CH2:18][CH2:19][C@H:20]4[CH2:21][CH2:22][C@H:23]([NH:26][C:38](=[O:39])[C:37]5[CH:41]=[CH:42][C:34]([N:31]6[CH2:30][CH2:29][S:28](=[O:43])(=[O:27])[CH2:33][CH2:32]6)=[CH:35][CH:36]=5)[CH2:24][CH2:25]4)[CH2:14][CH2:13]3)[C:6]=2[CH2:5][CH2:4]1 |f:0.1.2|. Procedure: The title compound, off-white solid (132 mg, 94%), MS (ISP) m/z=566.3 [(M+H)+], mp 282° C., was prepared in accordance with the general method of example 1 from trans-4-{2-[4-(2,3-dihydro-benzofuran-4-yl)-piperidin-1-yl]-ethyl}-cyclohexylamine dihydrochloride (intermediate B) (100 mg, 0.25 mmol) and 4-(1,1-dioxo-1λ6-thiomorpholin-4-yl)-benzoic acid.